Dataset: the Open Reaction Database (ORD), a public repository of structured organic reaction records. Task: describe an organic reaction: reactants, conditions, products, and yield The reactants are Cl (hydrochloric acid), C[O-].[Na+] (sodium methoxide), N[C@@H](CC(=O)O)C1=CC=CC=C1 ((S)-3-amino-3-phenylpropionic acid), O1CC1CCCCCCCCCC (1,2-epoxydodecane). Solvent: CO (methanol). Conditions: time 20 hour. The product is OC(CN[C@@H](CC(=O)O)C1=CC=CC=C1)CCCCCCCCCC ((3S)-3-(2-(R,S)-hydroxydodecylamino)-3-phenylpropionic Acid). Yield: 87.9%. As a reaction SMILES: C[O-].[Na+].[NH2:4][C@H:5]([C:10]1[CH:15]=[CH:14][CH:13]=[CH:12][CH:11]=1)[CH2:6][C:7]([OH:9])=[O:8].[O:16]1[CH:18]([CH2:19][CH2:20][CH2:21][CH2:22][CH2:23][CH2:24][CH2:25][CH2:26][CH2:27][CH3:28])[CH2:17]1.Cl>CO>[OH:16][CH:18]([CH2:19][CH2:20][CH2:21][CH2:22][CH2:23][CH2:24][CH2:25][CH2:26][CH2:27][CH3:28])[CH2:17][NH:4][C@H:5]([C:10]1[CH:15]=[CH:14][CH:13]=[CH:12][CH:11]=1)[CH2:6][C:7]([OH:9])=[O:8] |f:0.1|. Procedure details: 27.01 g of sodium methoxide and 82.6 g of (S)-3-amino-3-phenylpropionic acid were dissolved in 800 ml of methanol. After adding 92 g of 1,2-epoxydodecane, the solution was stirred at room temperature for 20 h. Subsequently, the pH of the solution was adjusted to pH 6 with methanolic hydrochloric acid and the sodium chloride which crystallized out filtered off. After the methanol was distilled off, an oily residue remained, which crystallized in the course of stirring with 700 ml of acetone. This... Reactants: ClC1=NC(=CN=C1)OC1=CC(=CC=C1)C(F)(F)F (2-chloro-6-[3-(trifluoromethyl)phenoxy]pyrazine), by-product, FC1=CC=C(N)C=C1 (4-fluoroaniline), C([O-])([O-])=O.[Na+].[Na+] (sodium carbonate). Reagents/catalysts: Cl[Pd]([P](C1=CC=CC=C1)(C2=CC=CC=C2)C3=CC=CC=C3)([P](C4=CC=CC=C4)(C5=CC=CC=C5)C6=CC=CC=C6)Cl (dichlorobis(triphenylphosphine)-palladium(II)), C1(=CC=CC=C1)P(C=1[C-](C=CC1)C(C)P(C(C)(C)C)C(C)(C)C)C1=CC=CC=C1.[CH-]1C=CC=C1.[Fe+2] ((±)-1-[2-(diphenylphosphino)-ferrocenyl]ethyl-di-tert-butylphosphine). Run in C=1(C(=CC=CC1)C)C (xylene), C=1(C(=CC=CC1)C)C (xylene). Yields the product FC1=CC=C(C=C1)NC(=O)C1=NC(=CN=C1)OC1=CC(=CC=C1)C(F)(F)F (N-(4-Fluorophenyl)-6-[3-(trifluoromethyl)phenoxy]pyrazine-2-carboxamide). The yield is 65.3%. RXN SMILES: Cl[C:2]1[CH:7]=[N:6][CH:5]=[C:4]([O:8][C:9]2[CH:14]=[CH:13][CH:12]=[C:11]([C:15]([F:18])([F:17])[F:16])[CH:10]=2)[N:3]=1.[F:19][C:20]1[CH:26]=[CH:25][C:23]([NH2:24])=[CH:22][CH:21]=1.[C:27](=O)([O-])[O-:28].[Na+].[Na+]>C1(C)C(C)=CC=CC=1.Cl[Pd](Cl)([P](C1C=CC=CC=1)(C1C=CC=CC=1)C1C=CC=CC=1)[P](C1C=CC=CC=1)(C1C=CC=CC=1)C1C=CC=CC=1.C1(P(C2C=CC=CC=2)C2[C-](C(P(C(C)(C)C)C(C)(C)C)C)C=CC=2)C=CC=CC=1.[CH-]1C=CC=C1.[Fe+2]>[F:19][C:20]1[CH:26]=[CH:25][C:23]([NH:24][C:27]([C:2]2[CH:7]=[N:6][CH:5]=[C:4]([O:8][C:9]3[CH:14]=[CH:13][CH:12]=[C:11]([C:15]([F:18])([F:17])[F:16])[CH:10]=3)[N:3]=2)=[O:28])=[CH:22][CH:21]=1 |f:2.3.4,7.8.9,^1:43,62|. Procedure: Analogously to Example 3, 25 mmol of 2-chloro-6-[3-(trifluoromethyl)phenoxy]pyrazine (prepared according to U.S. Pat. No. 4,254,125, Example 21), 27.5 mmol of 4-fluoroaniline, 2.92 g (27.5 mmol) of sodium carbonate, 17.5 mg (25 μmol) of dichlorobis(triphenylphosphine)-palladium(II) and 0.31 g (0.75 mmol) of (±)-1-[2-(diphenylphosphino)-ferrocenyl]ethyl-di-tert-butylphosphine in 25 ml of xylene were reacted under a CO pressure of 17 bar at 120° C. for 21 hours. The composition of the dissolved pr... Reactants: O=C([O-])[O-], O=C([O-])O, CI, COCOc1ccc2c3c1OC1C(N4C(=O)c5cccc(O)c5C4=O)CCC4(O)C(C2)N(CC2CC2)CCC314, [K+], [K+], [Na+], CN(C)C=O. Yields the product COCOc1ccc2c3c1OC1C(N4C(=O)c5cccc(OC)c5C4=O)CCC4(O)C(C2)N(CC2CC2)CCC314. As a reaction SMILES: [C:40](=[O:41])([O-:42])[O-:43].[C:48](=[O:49])([O-:50])[OH:51].[CH3:46][I:47].[CH:1]1([CH2:4][N:5]2[CH:6]3[C:7]4([OH:39])[CH2:8][CH2:9][CH:10]([N:27]5[C:28](=[O:38])[c:29]6[c:30]([c:33]([OH:37])[cH:34][cH:35][cH:36]6)[C:31]5=[O:32])[CH:11]5[C:12]4([c:13]4[c:14]([c:15]([O:20][CH2:21][O:22][CH3:23])[cH:16][cH:17][c:18]4[CH2:19]3)[O:24]5)[CH2:25][CH2:26]2)[CH2:2][CH2:3]1.[K+:44].[K+:45].[Na+:52].[O:53]=[CH:54][N:55]([CH3:56])[CH3:57]>>[CH:1]1([CH2:4][N:5]2[CH:6]3[C:7]4([OH:39])[CH2:8][CH2:9][CH:10]([N:27]5[C:28](=[O:38])[c:29]6[c:30]([c:33]([O:37][CH3:40])[cH:34][cH:35][cH:36]6)[C:31]5=[O:32])[CH:11]5[C:12]4([c:13]4[c:14]([c:15]([O:20][CH2:21][O:22][CH3:23])[cH:16][cH:17][c:18]4[CH2:19]3)[O:24]5)[CH2:25][CH2:26]2)[CH2:2][CH2:3]1. Reactants: OC1=CC(=C(CC(C(=O)OCC)C(C)=O)C=C1)OC (Ethyl 2-(4-hydroxy-2-methoxybenzyl)-3-oxobutanoate), C(O)(O)=O.NC(=N)N (guanidine carbonate). The solvent is CCO (EtOH). Product: NC1=NC(=C(C(=N1)O)CC1=C(C=C(C=C1)O)OC)C (2-Amino-5-(4-hydroxy-2-methoxybenzyl)-6-methylpyrimidin-4-ol). As a reaction SMILES: [OH:1][C:2]1[CH:17]=[CH:16][C:5]([CH2:6][CH:7]([C:13](=O)[CH3:14])[C:8](OCC)=[O:9])=[C:4]([O:18][CH3:19])[CH:3]=1.C(=O)(O)O.[NH2:24][C:25]([NH2:27])=[NH:26]>CCO>[NH2:27][C:25]1[N:26]=[C:8]([OH:9])[C:7]([CH2:6][C:5]2[CH:16]=[CH:17][C:2]([OH:1])=[CH:3][C:4]=2[O:18][CH3:19])=[C:13]([CH3:14])[N:24]=1 |f:1.2|. Procedure: A mixture of the product from step (ii) (23.35 g) and guanidine carbonate (15.9 g) in EtOH (300 ml) was heated under reflux for 24 h. The mixture was cooled and the solid filtered and washed with EtOH, water, EtOH then diethyl ether and dried to afford the subtitle compound, 11.36 g. Reported procedure: 3-Isopropyl-5-methoxy-8-methylcarbostyril (2.10 g, 9.90 mmol) was suspended in chlorobenzene (50 ml), to which aluminum chloride (4.20 g, 31.5 mmol) was added. The mixture was stirred at 110° C. for 1 hour. The reaction mixture was cooled on ice, and methanol (30 ml) was added thereto. After stirring for 10 minutes, the reaction mixture was condensed under reduced pressure. The resultant residue was recrystallized from water to obtain 1.60 g of the title compound as pale yellow powdery crystals ... The yield is 74.4%. Product: OC1=C2C=C(C(NC2=C(C=C1)C)=O)C(C)C (5-Hydroxy-3-isopropyl-8-methylcarbostyril). Reaction SMILES: [CH:1]([C:4]1[C:5](=[O:17])[NH:6][C:7]2[C:12]([CH:13]=1)=[C:11]([O:14]C)[CH:10]=[CH:9][C:8]=2[CH3:16])([CH3:3])[CH3:2].[Cl-].[Al+3].[Cl-].[Cl-].CO>ClC1C=CC=CC=1>[OH:14][C:11]1[CH:10]=[CH:9][C:8]([CH3:16])=[C:7]2[C:12]=1[CH:13]=[C:4]([CH:1]([CH3:3])[CH3:2])[C:5](=[O:17])[NH:6]2 |f:1.2.3.4|. The reactants are C(C)(C)C=1C(NC2=C(C=CC(=C2C1)OC)C)=O (3-Isopropyl-5-methoxy-8-methylcarbostyril), [Cl-].[Al+3].[Cl-].[Cl-] (aluminum chloride), CO (methanol). Conditions: temperature 110 celsius, time 1 hour. Run in ClC1=CC=CC=C1 (chlorobenzene). Reactants: CN(N=C(C1=C(C=CC=C1)Cl)Cl)S(=O)(=O)C1=CC=C(C=C1)C (N-methyl-N-(p-toluenesulfonyl)-2-chloro-benzohydrazonoyl chloride), CC1=C(C=C(C#N)C=C1)OC1=NC=C(C=C1)C(F)(F)F (4-methyl-3-(5-trifluoromethylpyridine-2-yloxy)benzonitrile), ClC1=C(C=CC=C1)Cl (o-dichlorobenzene). Reagents/catalysts: [Fe](Cl)(Cl)Cl (iron (III) chloride). Solvent: C(Cl)(Cl)Cl (chloroform). Conditions: temperature 140 celsius, time 30 minute. Yields the product ClC1=C(C=CC=C1)C1=NN(C(=N1)C1=CC(=C(C=C1)C)OC1=NC=C(C=C1)C(F)(F)F)C (3-(2-chlorophenyl)-1-methyl-5-[4-methyl-3-(5-trifluoromethylpyridine 2-yloxy)phenyl]-1H-1,2,4triazole). Yield: 36.5%. As a reaction SMILES: [CH3:1][N:2](S(C1C=CC(C)=CC=1)(=O)=O)[N:3]=[C:4](Cl)[C:5]1[CH:10]=[CH:9][CH:8]=[CH:7][C:6]=1[Cl:11].[CH3:23][C:24]1[CH:31]=[CH:30][C:27]([C:28]#[N:29])=[CH:26][C:25]=1[O:32][C:33]1[CH:38]=[CH:37][C:36]([C:39]([F:42])([F:41])[F:40])=[CH:35][N:34]=1.ClC1C=CC=CC=1Cl>C(Cl)(Cl)Cl.[Fe](Cl)(Cl)Cl>[Cl:11][C:6]1[CH:7]=[CH:8][CH:9]=[CH:10][C:5]=1[C:4]1[N:29]=[C:28]([C:27]2[CH:30]=[CH:31][C:24]([CH3:23])=[C:25]([O:32][C:33]3[CH:38]=[CH:37][C:36]([C:39]([F:41])([F:42])[F:40])=[CH:35][N:34]=3)[CH:26]=2)[N:2]([CH3:1])[N:3]=1. Procedure details: A mixture of N-methyl-N-(p-toluenesulfonyl)-2-chloro-benzohydrazonoyl chloride (1.1 g), 4-methyl-3-(5-trifluoromethylpyridine-2-yloxy)benzonitrile (1.00 g), anhydrous iron (III) chloride (0.60 g) and o-dichlorobenzene (5 ml) is stirred at an oil bath temperature of 140° C. for 30 minutes. After cooling, it is dissolved in chloroform (100 ml) and washed with dilute hydrochloric acid, dilute aqueous solution of sodium hydroxide and saline. Then, it is dried over anhydrous magnesium sulfate and con... Starting materials: NC=1N=CN(C1C(=O)N)CC1=CC=C(C=C1)C (4-amino-1-(4-methylbenzyl)-5-imidazolecarboxamide), C(C)(C)(C)OC(=O)N(C)CC(=O)O (2-(N-t-butyloxycarbonyl-N-methylamino)acetic acid). Product: C(C)(C)(C)OC(=O)N(C)CC(=O)NC=1N=CN(C1C(=O)N)CC1=CC=C(C=C1)C (4-(2-(N-t-butyloxycarbonyl-N-methylamino)acetylamino)-1-(4-methylbenzyl)-5-imidazolecarboxamide). Yield: 60.0%. Reaction SMILES: [NH2:1][C:2]1[N:3]=[CH:4][N:5]([CH2:10][C:11]2[CH:16]=[CH:15][C:14]([CH3:17])=[CH:13][CH:12]=2)[C:6]=1[C:7]([NH2:9])=[O:8].[C:18]([O:22][C:23]([N:25]([CH2:27][C:28](O)=[O:29])[CH3:26])=[O:24])([CH3:21])([CH3:20])[CH3:19]>>[C:18]([O:22][C:23]([N:25]([CH2:27][C:28]([NH:1][C:2]1[N:3]=[CH:4][N:5]([CH2:10][C:11]2[CH:16]=[CH:15][C:14]([CH3:17])=[CH:13][CH:12]=2)[C:6]=1[C:7]([NH2:9])=[O:8])=[O:29])[CH3:26])=[O:24])([CH3:21])([CH3:20])[CH3:19]. Reported procedure: An amidation reaction and post-treatment were carried out following the conditions of Example 17, using 1.61 g (6.99 mmol) of 4-amino-1-(4-methylbenzyl)-5-imidazolecarboxamide prepared in the same manner as in Example 87 and 2-(N-t-butyloxycarbonyl-N-methylamino)acetic acid instead of 3-pyridylacetic acid hydrochloride to obtain 1.70 g of 4-(2-(N-t-butyloxycarbonyl-N-methylamino)acetylamino)-1-(4-methylbenzyl)-5-imidazolecarboxamide (yield 60%). The reactants are C[Si](N[Si](C)(C)C)(C)C (1,1,1,3,3,3-hexamethyldisilazane), C(CCC)[Li] (n-butyllithium), Cl (HCl), COC1=C(C#N)C=CC=C1OC (2,3-dimethoxybenzonitrile). Run in CCOCC (ether), CCCCCC (hexane). Conditions: time 10 minute. Yields the product COC1=C(C(=N)N)C=CC=C1OC (2,3-dimethoxybenzamidine). As a reaction SMILES: C[Si](C)(C)[NH:3][Si](C)(C)C.C([Li])CCC.[CH3:15][O:16][C:17]1[C:24]([O:25][CH3:26])=[CH:23][CH:22]=[CH:21][C:18]=1[C:19]#[N:20].Cl>CCOCC.CCCCCC>[CH3:15][O:16][C:17]1[C:24]([O:25][CH3:26])=[CH:23][CH:22]=[CH:21][C:18]=1[C:19]([NH2:3])=[NH:20]. Reported procedure: To a solution of 20 g 1,1,1,3,3,3-hexamethyldisilazane in 150 ml dry ether was added 5 mL 2.4M n-butyllithium in hexane. After 10 min at room temperature, 16.3 g 2,3-dimethoxybenzonitrile was added in one portion and the mixture was kept at room temperature for 16 h. The reaction mixture was then poured onto excess 3N HCl. The aqueous layer was separated, basified with 50% NaOH and the product was extracted three times with 10% methanol in methylene chloride. The combined organic extracts were d... Reactants: O=C([O-])[O-], CCC#N, CCSc1nc(Cl)cc(C)c1C(=O)NCc1cccc(F)c1, [SiH3]C(Cl)(Cl)Cl, [Cs+], [Cs+], [Cu]I, [I-], [Na+], O=C1COCCN1, O=C(O)c1ccccn1. Yields the product CCSc1nc(N2CCOCC2=O)cc(C)c1C(=O)NCc1cccc(F)c1. RXN SMILES: [C:30](=[O:31])([O-:32])[O-:33].[C:52](#[N:53])[CH2:54][CH3:55].[Cl:1][c:2]1[cH:3][c:4]([CH3:22])[c:5]([C:11](=[O:12])[NH:13][CH2:14][c:15]2[cH:16][c:17]([F:21])[cH:18][cH:19][cH:20]2)[c:6]([S:8][CH2:9][CH3:10])[n:7]1.[Cl:25][C:26]([SiH3:27])([Cl:28])[Cl:29].[Cs+:34].[Cs+:35].[Cu:56][I:57].[I-:23].[Na+:24].[O:45]1[CH2:46][C:47](=[O:51])[NH:48][CH2:49][CH2:50]1.[OH:36][C:37]([c:38]1[n:39][cH:40][cH:41][cH:42][cH:43]1)=[O:44]>>[c:2]1([N:48]2[C:47](=[O:51])[CH2:46][O:45][CH2:50][CH2:49]2)[cH:3][c:4]([CH3:22])[c:5]([C:11](=[O:12])[NH:13][CH2:14][c:15]2[cH:16][c:17]([F:21])[cH:18][cH:19][cH:20]2)[c:6]([S:8][CH2:9][CH3:10])[n:7]1.